Dataset: the Open Reaction Database (ORD), a public repository of structured organic reaction records. Task: describe an organic reaction: reactants, conditions, products, and yield The reactants are C(C)(C)(C)OC(=O)NC(C(=O)OCC)[C@@H](CCCC(C=C)C)C ((3R)-ethyl 2-(tert-butoxycarbonylamino)-3,7-dimethylnon-8-enoate), CO (methanol), [Li+].[OH-] (LiOH). Run in C1CCOC1.O (THF water). Reaction conditions: time 8 hour. The product is C(C)(C)(C)OC(=O)NC(C(=O)O)[C@@H](CCCC(C=C)C)C ((3R)-2-(tert-butoxycarbonylamino)-3,7-dimethylnon-8-enoic acid). Isolated yield 85.0%. RXN SMILES: [C:1]([O:5][C:6]([NH:8][CH:9]([C@H:15]([CH3:23])[CH2:16][CH2:17][CH2:18][CH:19]([CH3:22])[CH:20]=[CH2:21])[C:10]([O:12]CC)=[O:11])=[O:7])([CH3:4])([CH3:3])[CH3:2].CO.[Li+].[OH-]>C1COCC1.O>[C:1]([O:5][C:6]([NH:8][CH:9]([C@H:15]([CH3:23])[CH2:16][CH2:17][CH2:18][CH:19]([CH3:22])[CH:20]=[CH2:21])[C:10]([OH:12])=[O:11])=[O:7])([CH3:4])([CH3:3])[CH3:2] |f:2.3,4.5|. Procedure details: To a solution of (3R)-ethyl 2-(tert-butoxycarbonylamino)-3,7-dimethylnon-8-enoate (2.7 g, 8.25 mmol) in THF/water (40 mL, 1:1) was added methanol (20 mL) followed by LiOH (0.987 g, 41.2 mmole) at room temperature. The reaction mass was stirred at room temperature overnight. Solvent was evaporated under reduced pressure and the residue was diluted with water (100 mL). The aqueous solution was acidified with aqueous 1.5 N HCl solutions to pH˜3 and extracted with ethyl acetate (100 mL×3). The combi... The reactants are C1CCOC1, CO, COC(=O)Cc1ccc2nc(Nc3cc(F)ccc3C)oc2c1F, [Na+], [OH-]. As a reaction SMILES: [CH2:27]1[O:28][CH2:29][CH2:30][CH2:31]1.[CH3:32][OH:33].[F:1][c:2]1[cH:3][cH:4][c:5]([CH3:24])[c:6]([NH:8][c:9]2[o:10][c:11]3[c:12]([n:13]2)[cH:14][cH:15][c:16]([CH2:19][C:20](=[O:21])[O:22][CH3:23])[c:17]3[F:18])[cH:7]1.[Na+:26].[OH-:25]>>[F:1][c:2]1[cH:3][cH:4][c:5]([CH3:24])[c:6]([NH:8][c:9]2[o:10][c:11]3[c:12]([n:13]2)[cH:14][cH:15][c:16]([CH2:19][C:20](=[O:21])[OH:22])[c:17]3[F:18])[cH:7]1. Product: Cc1ccc(F)cc1Nc1nc2ccc(CC(=O)O)c(F)c2o1. Reactants: [Al+3], C1CCOC1, [H-], [H-], [H-], [H-], [Li+], CC(C)(C#N)c1ccn2c(-c3ccnc(N)n3)c(-c3ccc(F)cc3)nc2c1. The product is CC(C)(CN)c1ccn2c(-c3ccnc(N)n3)c(-c3ccc(F)cc3)nc2c1. RXN SMILES: [Al+3:30].[CH2:35]1[O:36][CH2:37][CH2:38][CH2:39]1.[H-:29].[H-:32].[H-:33].[H-:34].[Li+:31].[NH2:1][c:2]1[n:3][cH:4][cH:5][c:6](-[c:8]2[c:9](-[c:22]3[cH:23][cH:24][c:25]([F:28])[cH:26][cH:27]3)[n:10][c:11]3[n:12]2[cH:13][cH:14][c:15]([C:17]([C:18]#[N:19])([CH3:20])[CH3:21])[cH:16]3)[n:7]1>>[NH2:1][c:2]1[n:3][cH:4][cH:5][c:6](-[c:8]2[c:9](-[c:22]3[cH:23][cH:24][c:25]([F:28])[cH:26][cH:27]3)[n:10][c:11]3[n:12]2[cH:13][cH:14][c:15]([C:17]([CH2:18][NH2:19])([CH3:20])[CH3:21])[cH:16]3)[n:7]1.